From a dataset of the Open Reaction Database (ORD), a public repository of structured organic reaction records. describe an organic reaction: reactants, conditions, products, and yield The reactants are intermediate 58, CC#N (CH3CN), O (H2O), C(C)(C)(C)OC(CC(=O)C1=C(C=C(C=C1)CC(=O)OC)Cl)=O (3-(2-Chloro-4-methoxycarbonylmethyl-phenyl)-3-oxo-propionic acid tert-butyl ester), CC#N (MeCN), C[Si](C)(C)[N-][Si](C)(C)C.[K+] (Potassium bis(trimethylsilyl)amide). Yields the product C(C)(C)(C)OC(=O)C=1C(=NOC1C1=C(C=C(C=C1)CC(=O)OC)Cl)C1=CC=CC=C1 (5-(2-chloro-4-methoxycarbonylmethyl-phenyl)-3-phenyl-isoxazole-4-carboxylic acid tert-butyl ester). As a reaction SMILES: [C:1]([O:5][C:6](=[O:22])[CH2:7][C:8]([C:10]1[CH:15]=[CH:14][C:13]([CH2:16][C:17]([O:19][CH3:20])=[O:18])=[CH:12][C:11]=1[Cl:21])=[O:9])([CH3:4])([CH3:3])[CH3:2].C[Si]([N-][Si](C)(C)C)(C)C.[K+].O.[CH3:34][C:35]#[N:36]>>[C:1]([O:5][C:6]([C:7]1[C:35]([C:34]2[CH:11]=[CH:10][CH:8]=[CH:7][CH:6]=2)=[N:36][O:9][C:8]=1[C:10]1[CH:15]=[CH:14][C:13]([CH2:16][C:17]([O:19][CH3:20])=[O:18])=[CH:12][C:11]=1[Cl:21])=[O:22])([CH3:4])([CH3:2])[CH3:3] |f:1.2|. Procedure: Intermediate 56 (115 mg, 0.35 mmol) is dissolved in MeCN (3 mL). Potassium bis(trimethylsilyl)amide (106 mg, 0.53 mmol) is added slowly while stirring at room temperature. Then the mixture is cooled to 0° C., and a solution of intermediate 58 (55 mg, 0.35 mmol) in CH3CN (1 mL) is added. The mixture is stirred at room temperature overnight, then H2O (5 mL) is added and the mixture is extracted with DCM (3×10 mL). After concentration the crude product is purified on reverse phase HPLC (H2O/MeCN gr... Starting materials: C1=CC=CC2=NC=C3C=CC=CC3=C12 (phenanthridine), C[Li] (methyllithium), C(C)OCC (diethyl ether), COC1=C(C=C(C=C1C)S(=O)(=O)Cl)C (4-methoxy-3,5-dimethylbenzenesulfonyl chloride). Product: COC1=C(C=C(C=C1C)S(=O)(=O)N1C=2C=CC=CC2C2=CC=CC=C2C1C)C (5-[(4-methoxy-3,5-dimethylphenyl)sulfonyl]-6-methyl-5,6-dihydrophenanthridine). Yield: 62.0%. As a reaction SMILES: [CH:1]1[C:14]2[C:5](=[N:6][CH:7]=[C:8]3[C:13]=2[CH:12]=[CH:11][CH:10]=[CH:9]3)[CH:4]=[CH:3][CH:2]=1.C[Li].[CH2:17](OCC)C.[CH3:22][O:23][C:24]1[C:29]([CH3:30])=[CH:28][C:27]([S:31](Cl)(=[O:33])=[O:32])=[CH:26][C:25]=1[CH3:35]>>[CH3:22][O:23][C:24]1[C:29]([CH3:30])=[CH:28][C:27]([S:31]([N:6]2[CH:7]([CH3:17])[C:8]3[C:13](=[CH:12][CH:11]=[CH:10][CH:9]=3)[C:14]3[CH:1]=[CH:2][CH:3]=[CH:4][C:5]2=3)(=[O:33])=[O:32])=[CH:26][C:25]=1[CH3:35]. Procedure details: The title compound was prepared from phenanthridine (3.58 g, 20 mmol), 1.4 M methyllithium in diethyl ether (14.5 mL, 20.3 mmol), and 4-methoxy-3,5-dimethylbenzenesulfonyl chloride (4.69 g, 20 mmol) according to the procedure and in the same manner as described in Example 1, step a. The crude product was purified by flash column chromatography on silica gel, eluting with a mixture of ethyl acetate-hexane (1:8) to yield 5-[(4-methoxy-3,5-dimethylphenyl)sulfonyl]-6-methyl-5,6-dihydrophenanthridine... Reactants: B, O=C(O)c1ccc2c(c1)oc1cc(Br)ccc12, C1CCOC1. The product is OCc1ccc2c(c1)oc1cc(Br)ccc12. Reaction SMILES: [BH3:18].[Br:1][c:2]1[cH:3][cH:4][c:5]2[c:6]([o:7][c:8]3[c:9]2[cH:10][cH:11][c:12]([C:14](=[O:15])[OH:16])[cH:13]3)[cH:17]1.[CH2:19]1[O:20][CH2:21][CH2:22][CH2:23]1>>[Br:1][c:2]1[cH:3][cH:4][c:5]2[c:6]([o:7][c:8]3[c:9]2[cH:10][cH:11][c:12]([CH2:14][OH:15])[cH:13]3)[cH:17]1. Solvent: CCCCCCC (heptane), O1CCCC1 (tetrahydrofuran). Yield: 68.1%. The product is C1=CC=CC=2SCC3C(C21)(CC=CC3)C(=O)O (6,6a,7,10-Tetrahydro-10aH-dibenzo[b,d]thiopyran-10a-carboxylic acid). Procedure details: To a solution of the product from Example 18 (7.36 g) in tetrahydrofuran (200 ml) was added potassium trimethylsilanolate (5.30 g). The solution was refluxed for 7 hours then diluted with heptane and filtered. The precipitated solid was dissolved in water/ethyl acetate and acidified with dilute hydrochloric acid. The organic phase was washed with water then extracted with dilute sodium hydroxide (x2). The aqueous layer was washed with ethyl acetate then layered with fresh ethyl acetate and acidi... RXN SMILES: [CH:1]1[C:10]2[C:9]3([C:15]([O:17]CC)=[O:16])[CH2:11][CH:12]=[CH:13][CH2:14][CH:8]3[CH2:7][S:6][C:5]=2[CH:4]=[CH:3][CH:2]=1.C[Si](C)(C)[O-].[K+]>O1CCCC1.CCCCCCC>[CH:1]1[C:10]2[C:9]3([C:15]([OH:17])=[O:16])[CH2:11][CH:12]=[CH:13][CH2:14][CH:8]3[CH2:7][S:6][C:5]=2[CH:4]=[CH:3][CH:2]=1 |f:1.2|. The reactants are C1=CC=CC=2SCC3C(C21)(CC=CC3)C(=O)OCC (Ethyl 6,6a,7,10-tetrahydro-10aH-dibenzo[b,d]thiopyran-10a-carboxylate), C[Si]([O-])(C)C.[K+] (potassium trimethylsilanolate). Reactants: mixture, C/C(/CC#N)=C/CC1=C(C(=C(C(=C1OC(C)=O)C)C)OC(C)=O)C (Z-3-methyl-5-(2,4,5-trimethyl-3,6-diacetyloxyphenyl)-3-pentenenitrile), C=C(CC#N)CCC1=C(C(=C(C(=C1OC(C)=O)C)C)OC(C)=O)C (3-methylene-5-(2,4,5-trimethyl-3,6-diacetyloxy-phenyl)pentanenitrile), [OH-].[K+] (KOH), O (water), Cl (HCl), O (water). The solvent is C(CO)O (ethylene glycol). The product is OC=1C(=C(C2=C(CCC(O2)(C)CC(=O)O)C1C)C)C (rac.-(6-hydroxy-3,4-dihydro-2,5,7,8-tetramethyl-2H-1-benzopyran-2-yl)acetic acid). Isolated yield 84.0%. Reaction SMILES: [CH3:1]/[C:2](=[CH:6]/[CH2:7][C:8]1[C:13]([O:14]C(=O)C)=[C:12]([CH3:18])[C:11]([CH3:19])=[C:10]([O:20]C(=O)C)[C:9]=1[CH3:24])/[CH2:3][C:4]#N.C=C(CCC1C(OC(=O)C)=C(C)C(C)=C(OC(=O)C)C=1C)CC#N.[OH-:49].[K+].Cl.[OH2:52]>C(O)CO>[OH:20][C:10]1[C:11]([CH3:19])=[C:12]([CH3:18])[C:13]2[O:14][C:2]([CH2:3][C:4]([OH:52])=[O:49])([CH3:1])[CH2:6][CH2:7][C:8]=2[C:9]=1[CH3:24] |f:2.3|. Procedure details: A mixture of 623 mg (1.89 mmoles) of the mixture of E-and Z-3-methyl-5-(2,4,5-trimethyl-3,6-diacetyloxyphenyl)-3-pentenenitrile and 3-methylene-5-(2,4,5-trimethyl-3,6-diacetyloxy-phenyl)pentanenitrile, 498 mg (7.70 mmoles) of 85% KOH, 5 ml of ethylene glycol and 0.5 ml of water was stirred and refluxed for 36 hr. The reaction mixture was cooled to room temperature, then poured into water. The pH of the solution was adjusted to 8 with 1 N aqueous HCl and the resulting mixture was extracted with t...